This data is from the Open Reaction Database (ORD), a public repository of structured organic reaction records. The task is: describe an organic reaction: reactants, conditions, products, and yield Reactants: S(=O)([O-])S(=O)[O-].[Na+].[Na+] (sodium hydrosulfite), FC1=C(C(=CC=C1C)[N+](=O)[O-])OC1=CC=CC2=CC=CC=C12 (1-[(2-fluoro-3-methyl-6-nitrophenyl)oxy]naphthalene). The solvent is O (water), C1CCOC1 (THF). Run at time 2 hour. Yields the product FC=1C(=C(C=CC1C)N)OC1=CC=CC2=CC=CC=C12 ([3-fluoro-4-methyl-2-(1-naphthalenyloxy)phenyl]amine). The yield is 59.9%. Reaction SMILES: S(S([O-])=O)([O-])=O.[Na+].[Na+].[F:9][C:10]1[C:15]([CH3:16])=[CH:14][CH:13]=[C:12]([N+:17]([O-])=O)[C:11]=1[O:20][C:21]1[C:30]2[C:25](=[CH:26][CH:27]=[CH:28][CH:29]=2)[CH:24]=[CH:23][CH:22]=1>O.C1COCC1>[F:9][C:10]1[C:11]([O:20][C:21]2[C:30]3[C:25](=[CH:26][CH:27]=[CH:28][CH:29]=3)[CH:24]=[CH:23][CH:22]=2)=[C:12]([NH2:17])[CH:13]=[CH:14][C:15]=1[CH3:16] |f:0.1.2|. Procedure details: A solution of sodium hydrosulfite (25.8 g, 125 mmol) in water (120 mL) was added dropwise to a solution of 1-[(2-fluoro-3-methyl-6-nitrophenyl)oxy]naphthalene (6.2 g, 20.86 mmol) in THF (60 mL) at room temperature. The mixture was stirred at room temperature for 2 hrs. The reaction mixture was extracted with ethyl acetate (3×50 mL) and the combined organic layers were washed with brine, dried over sodium sulfate and concentrated. The residue was purified by flash chromatography (hexane:ethyl ace... Starting materials: ClC=1C(=NNC1I)C1CCOCC1 (4-chloro-5-iodo-3-(tetrahydro-2H-pyran-4-yl)-1H-pyrazole), C1(CC1)C(C)=O (1-cyclopropylethanone). Product: ClC=1C(=NNC1I)C1CC1 (4-Chloro-3-cyclopropyl-5-iodo-1H-pyrazole). Reaction SMILES: [Cl:1][C:2]1[C:3]([CH:8]2[CH2:13][CH2:12]OCC2)=[N:4][NH:5][C:6]=1[I:7].C1(C(=O)C)CC1>>[Cl:1][C:2]1[C:3]([CH:8]2[CH2:13][CH2:12]2)=[N:4][NH:5][C:6]=1[I:7]. Procedure: The title compound was prepared using standard chemical manipulations and procedures similar to those used for the preparation of compound 294.4, except 1-cyclopropylethanone was used instead of 1-(tetrahydro-2H-pyran-4-yl)ethanone. The reactants are CC1=C(C=C2C(=N1)CCCCC2)C(=O)OCC (Ethyl 2-methyl-6,7,8,9-tetrahydro-5H-cyclohepta[b]pyridine-3-carboxylate), C(C1=CC=CC=C1)=O (benzaldehyde). Reagents/catalysts: [Cl-].[Zn+2].[Cl-] (zinc chloride). Solvent: C(C)(=O)OC(C)=O (acetic anhydride). The product is C(/C1=CC=CC=C1)=C\1/CCCCC=2C1=NC(=C(C2)C(=O)OCC)C (Ethyl 9-(E)-benzylidene-2-methyl-6,7,8,9-tetrahydro-5H-cyclohepta[b]pyridine-3-carboxylate). Yield: 33.3%. Reaction SMILES: [CH3:1][C:2]1[N:7]=[C:6]2[CH2:8][CH2:9][CH2:10][CH2:11][CH2:12][C:5]2=[CH:4][C:3]=1[C:13]([O:15][CH2:16][CH3:17])=[O:14].[CH:18](=O)[C:19]1[CH:24]=[CH:23][CH:22]=[CH:21][CH:20]=1>C(OC(=O)C)(=O)C.[Cl-].[Zn+2].[Cl-]>[CH:18](=[C:8]1/[CH2:9][CH2:10][CH2:11][CH2:12][C:5]2[C:6]/1=[N:7][C:2]([CH3:1])=[C:3]([C:13]([O:15][CH2:16][CH3:17])=[O:14])[CH:4]=2)/[C:19]1[CH:24]=[CH:23][CH:22]=[CH:21][CH:20]=1 |f:3.4.5|. Procedure: Ethyl 2-methyl-6,7,8,9-tetrahydro-5H-cyclohepta[b]pyridine-3-carboxylate (1.07 g, 4.40 mmol) and benzaldehyde (583.6 mg, 5.50 mmol) were dissolved in acetic anhydride (2.0 ml), and the solution was mixed with zinc chloride (40.0 mg, 0.30 mmol) at room temperature and then heated under reflux for 36 hours. After cooling, acetic anhydride was evaporated under reduced pressure, and the thus obtained residue was mixed with water and extracted with ethyl acetate. The organic layer was washed with wat... The reactants are CN(C)c1ccc(N2CCN(C(=O)c3ccccc3)CC2)cc1N(Cc1ccccc1)c1ccccc1, CCO. Yields the product CN(C)c1ccc(N2CCN(C(=O)c3ccccc3)CC2)cc1Nc1ccccc1. Reaction SMILES: [CH2:1]([c:2]1[cH:3][cH:4][cH:5][cH:6][cH:7]1)[N:8]([c:9]1[cH:10][c:11]([N:18]2[CH2:19][CH2:20][N:21]([C:24](=[O:25])[c:26]3[cH:27][cH:28][cH:29][cH:30][cH:31]3)[CH2:22][CH2:23]2)[cH:12][cH:13][c:14]1[N:15]([CH3:16])[CH3:17])[c:32]1[cH:33][cH:34][cH:35][cH:36][cH:37]1.[CH3:38][CH2:39][OH:40]>>[NH:8]([c:9]1[cH:10][c:11]([N:18]2[CH2:19][CH2:20][N:21]([C:24](=[O:25])[c:26]3[cH:27][cH:28][cH:29][cH:30][cH:31]3)[CH2:22][CH2:23]2)[cH:12][cH:13][c:14]1[N:15]([CH3:16])[CH3:17])[c:32]1[cH:33][cH:34][cH:35][cH:36][cH:37]1. Starting materials: CO, COCOc1ccc2c3c1OC1C(OC(=O)CCCCC(=O)OC)C=CC4C(C2)N(C)CCC341. Yields the product COCOc1ccc2c3c1OC1C(OC(=O)CCCCC(=O)OC)CCC4C(C2)N(C)CCC341. As a reaction SMILES: [CH3:35][OH:36].[O:1]1[c:2]2[c:3]([O:31][CH2:32][O:33][CH3:34])[cH:4][cH:5][c:6]3[c:15]2[C:14]24[CH:9]([CH:8]([CH2:7]3)[N:18]([CH3:19])[CH2:17][CH2:16]2)[CH:10]=[CH:11][CH:12]([O:20][C:21]([CH2:22][CH2:23][CH2:24][CH2:25][C:26](=[O:27])[O:28][CH3:29])=[O:30])[CH:13]14>>[O:1]1[c:2]2[c:3]([O:31][CH2:32][O:33][CH3:34])[cH:4][cH:5][c:6]3[c:15]2[C:14]24[CH:9]([CH:8]([CH2:7]3)[N:18]([CH3:19])[CH2:17][CH2:16]2)[CH2:10][CH2:11][CH:12]([O:20][C:21]([CH2:22][CH2:23][CH2:24][CH2:25][C:26](=[O:27])[O:28][CH3:29])=[O:30])[CH:13]14.